This data is from the Open Reaction Database (ORD), a public repository of structured organic reaction records. The task is: describe an organic reaction: reactants, conditions, products, and yield The reactants are C(C1=CC=CC=C1)N1N=C(C2=C1C=C[Se]2)C=2OC(=CC2)C(=O)OC (1-Benzyl-3-(5-methoxycarbonyl-2-furyl)selenolo[3,2-c]-pyrazole), Cl (HCl). Run in [OH-].[Na+] (NaOH). Yields the product C(C1=CC=CC=C1)N1N=C(C2=C1C=C[Se]2)C=2OC(=CC2)C(=O)O (1-Benzyl-3-(5-hydroxycarbonyl-2-furyl)selenolo[3,2-c]pyrazole). The yield is 80.1%. Reaction SMILES: [CH2:1]([N:8]1[C:12]2[CH:13]=[CH:14][Se:15][C:11]=2[C:10]([C:16]2[O:17][C:18]([C:21]([O:23]C)=[O:22])=[CH:19][CH:20]=2)=[N:9]1)[C:2]1[CH:7]=[CH:6][CH:5]=[CH:4][CH:3]=1.Cl>[OH-].[Na+]>[CH2:1]([N:8]1[C:12]2[CH:13]=[CH:14][Se:15][C:11]=2[C:10]([C:16]2[O:17][C:18]([C:21]([OH:23])=[O:22])=[CH:19][CH:20]=2)=[N:9]1)[C:2]1[CH:7]=[CH:6][CH:5]=[CH:4][CH:3]=1 |f:2.3|. Reported procedure: Compound 55 (0.772 g, 0.002 mole) in 20 ml of 10% NaOH solution was heated under refluxing for 2 h, cooled and acidified with 10% HCl solution in an icewater bath. The precipitates were collected, then recrystallized from ethanol to afford compound 59 (0.595 g). Yield 80.2%; white crystals; mp 243-244° C. The reactants are C(#N)C1=CC=C(OC=2C=C(C(=O)O)C=C(C2)O)C=C1 (3-(4-cyano phenoxy)-5-hydroxy benzoic acid), C(C)(C)(C)OC(NCCC1CCNCC1)=O ((2-piperidin-4-yl-ethyl)-carbamic acid tert-butyl ester). Yields the product C(C)(C)(C)OC(NCCC1CCN(CC1)C(C1=CC(=CC(=C1)O)OC1=CC=C(C=C1)C#N)=O)=O ((2-{1-[3-(4-Cyano-phenoxy)-5-hydroxy-benzoyl]-piperidin-4-yl}-ethyl)-carbamic Acid Tert-butyl Ester). The yield is 68.5%. As a reaction SMILES: [C:1]([C:3]1[CH:19]=[CH:18][C:6]([O:7][C:8]2[CH:9]=[C:10]([CH:14]=[C:15]([OH:17])[CH:16]=2)[C:11]([OH:13])=O)=[CH:5][CH:4]=1)#[N:2].[C:20]([O:24][C:25](=[O:35])[NH:26][CH2:27][CH2:28][CH:29]1[CH2:34][CH2:33][NH:32][CH2:31][CH2:30]1)([CH3:23])([CH3:22])[CH3:21]>>[C:20]([O:24][C:25](=[O:35])[NH:26][CH2:27][CH2:28][CH:29]1[CH2:30][CH2:31][N:32]([C:11](=[O:13])[C:10]2[CH:14]=[C:15]([OH:17])[CH:16]=[C:8]([O:7][C:6]3[CH:5]=[CH:4][C:3]([C:1]#[N:2])=[CH:19][CH:18]=3)[CH:9]=2)[CH2:33][CH2:34]1)([CH3:23])([CH3:21])[CH3:22]. Procedure details: Following the procedure of Example 9(e) 3-(4-cyano phenoxy)-5-hydroxy benzoic acid 1.6 g (6.3 mmol) and (2-piperidin-4-yl-ethyl)-carbamic acid tert-butyl ester (1.43 g, 6.27 mmol) were used to afford 2.0 g of the required product. Percentage purity (LCMS): 79.6%, (M+1)=465.2+1. Reactants: COc1cc2c(c3c1OC(C)(C)C3)C(c1ccc(N)cc1)=NC(C)(C)C2, CS(=O)(=O)Cl, O, c1ccncc1. Product: COc1cc2c(c3c1OC(C)(C)C3)C(c1ccc(NS(C)(=O)=O)cc1)=NC(C)(C)C2. As a reaction SMILES: [CH3:1][O:2][c:3]1[cH:4][c:5]2[c:10]([c:11]3[c:12]1[O:13][C:14]([CH3:16])([CH3:17])[CH2:15]3)[C:9]([c:18]1[cH:19][cH:20][c:21]([NH2:24])[cH:22][cH:23]1)=[N:8][C:7]([CH3:25])([CH3:26])[CH2:6]2.[CH3:27][S:28]([Cl:29])(=[O:30])=[O:31].[OH2:32].[cH:33]1[cH:34][cH:35][n:36][cH:37][cH:38]1>>[CH3:1][O:2][c:3]1[cH:4][c:5]2[c:10]([c:11]3[c:12]1[O:13][C:14]([CH3:16])([CH3:17])[CH2:15]3)[C:9]([c:18]1[cH:19][cH:20][c:21]([NH:24][S:28]([CH3:27])(=[O:30])=[O:31])[cH:22][cH:23]1)=[N:8][C:7]([CH3:25])([CH3:26])[CH2:6]2. Starting materials: S(=O)(=O)([O-])C1=CC=C(C)C=C1 (tosylate), N[C@@H](C(=O)OCC(C)(C)C)C ((R)-neopentyl 2-aminopropanoate), P(OC1=CC=CC2=CC=CC=C12)(=O)(Cl)Cl (naphthalene-1-yl phosphorodichloridate), TEA, C(Cl)Cl (DCM). Product: ClC1=C(C2=CC=CC=C2C=C1)OP(=O)=N[C@@H](C(=O)OCC(C)(C)C)C ((2R)-neopentyl 2-(chloro(naphthalen-1-yloxy)phosphorylamino)propanoate). As a reaction SMILES: S(C1C=CC(C)=CC=1)([O-])(=O)=O.[NH2:12][C@H:13]([CH3:22])[C:14]([O:16][CH2:17][C:18]([CH3:21])([CH3:20])[CH3:19])=[O:15].[P:23](Cl)(Cl)(=[O:35])[O:24][C:25]1[C:34]2[C:29](=[CH:30][CH:31]=[CH:32][CH:33]=2)[CH:28]=[CH:27][CH:26]=1.C(Cl)[Cl:39]>>[Cl:39][C:26]1[CH:27]=[CH:28][C:29]2[C:34](=[CH:33][CH:32]=[CH:31][CH:30]=2)[C:25]=1[O:24][P:23](=[N:12][C@H:13]([CH3:22])[C:14]([O:16][CH2:17][C:18]([CH3:21])([CH3:20])[CH3:19])=[O:15])=[O:35]. Reported procedure: Using the general procedure for synthesizing naphthyl (aminoacid ester) phosphorochloridates the tosylate salt of (R)-neopentyl 2-aminopropanoate (3 g), naphthalene-1-yl phosphorodichloridate (2.36 g), TEA (2.52 mL) and DCM (90 mL) were combined to give (2R)-neopentyl 2-(chloro(naphthalen-1-yloxy)phosphorylamino)propanoate as a crude pale yellow thick oil. The crude compound was taken forward without further purification. Reactants: c1ccc(COCC2CCc3ccccc3O2)cc1, CC(=O)[O-], ClCCl, [Na+], O=P(Cl)(Cl)Cl. Yields the product O=Cc1ccc2c(c1)CCC(COCc1ccccc1)O2. As a reaction SMILES: [CH2:6]([c:7]1[cH:8][cH:9][cH:10][cH:11][cH:12]1)[O:13][CH2:14][CH:15]1[O:16][c:17]2[cH:18][cH:19][cH:20][cH:21][c:22]2[CH2:23][CH2:24]1.[CH3:26][C:27]([O-:28])=[O:29].[Cl:30][CH2:31][Cl:32].[Na+:25].[P:1]([Cl:2])([Cl:3])([Cl:4])=[O:5]>>[CH2:6]([c:7]1[cH:8][cH:9][cH:10][cH:11][cH:12]1)[O:13][CH2:14][CH:15]1[O:16][c:17]2[cH:18][cH:19][c:20]([CH:27]=[O:28])[cH:21][c:22]2[CH2:23][CH2:24]1.